Dataset: the Open Reaction Database (ORD), a public repository of structured organic reaction records. Task: describe an organic reaction: reactants, conditions, products, and yield Reactants: COC=1C=C2C(=NNC(C2=CC1)=O)C (6-Methoxy-4-methyl-2H-phthalazin-1-one), O=P(Cl)(Cl)Cl (POCl3). Reaction conditions: temperature 120 celsius. Product: ClC1=NN=C(C2=CC(=CC=C12)OC)C (1-Chloro-6-methoxy-4-methylphthalazine). Yield: 100.0%. As a reaction SMILES: [CH3:1][O:2][C:3]1[CH:4]=[C:5]2[C:10](=[CH:11][CH:12]=1)[C:9](=O)[NH:8][N:7]=[C:6]2[CH3:14].O=P(Cl)(Cl)[Cl:17]>>[Cl:17][C:9]1[C:10]2[C:5](=[CH:4][C:3]([O:2][CH3:1])=[CH:12][CH:11]=2)[C:6]([CH3:14])=[N:7][N:8]=1. Procedure details: A solution of 6-methoxy-4-methyl-2H-phthalazin-1-one (6) (2.0 g, 10.5 mmol) in POCl3 (20 mL) is heated at reflux (120° C.) for 4 h and then cooled to room temperature. Unreacted POCl3 is removed at reduced pressure, followed by azeotroping with toluene (2×10 mL). The residue is diluted with sat. NaHCO3 (75 mL) and extracted with dichloromethane (150 mL, 2×60 mL, and 50 mL). The extract is washed (brine) and dried. After solvent removal at reduced pressure, the residue is dried under high vacuum ... The reactants are IC1=CC2=C(N(C(OC2=O)=O)C)N=C1 (6-Iodo-1-methyl-1H-pyrido[2,3-d][1,3]oxazine-2,4-dione), ClC(=O)OC(Cl)(Cl)Cl (trichloromethyl chloroformate), IC=1C=NC(=C(C(=O)OC)C1)NC (methyl 5-iodo-2-(methylamino)nicotinate), IC=1C=NC(=C(C(=O)OCC)C1)NC (ethyl 5-iodo-2-(methylamino)nicotinate). The solvent is ClCCCl (1,2-dichloroethane), O1CCOCC1 (1,4-dioxane). Conditions: temperature 80 celsius. The product is OC1=C(C(N(C2=NC=C(C=C12)I)C)=O)C(=O)OC (Methyl 4-hydroxy-6-iodo-1-methyl-2-oxo-1,2-dihydro-1,8-naphthyridine-3-carboxylate). As a reaction SMILES: [I:1][C:2]1[CH:14]=[N:13][C:5]2[N:6]([CH3:12])[C:7](=[O:11])O[C:9](=[O:10])[C:4]=2[CH:3]=1.IC1C=NC(NC)=[C:20](C=1)[C:21]([O:23][CH3:24])=[O:22].IC1C=NC(NC)=C(C=1)C(OCC)=O.ClC(OC(Cl)(Cl)Cl)=O>ClCCCl.O1CCOCC1>[OH:10][C:9]1[C:4]2[C:5](=[N:13][CH:14]=[C:2]([I:1])[CH:3]=2)[N:6]([CH3:12])[C:7](=[O:11])[C:20]=1[C:21]([O:23][CH3:24])=[O:22]. Procedure: 6-Iodo-1-methyl-1H-pyrido[2,3-d][1,3]oxazine-2,4-dione. To a mixture of methyl 5-iodo-2-(methylamino)nicotinate and ethyl 5-iodo-2-(methylamino)nicotinate (10.5 g) and 1,4-dioxane (10 mL) in anhydrous 1,2-dichloroethane (1000 mL) was added trichloromethyl chloroformate (15.43 mL, 128.45 mmol) dropwise over 1 hour, with stirring and heating at 80° C. After addition, the reaction mixture was stirred at 80° C. for 4 hours, and was allowed to reach room temperature. The solvent was evaporated, and t...